Dataset: the Open Reaction Database (ORD), a public repository of structured organic reaction records. Task: describe an organic reaction: reactants, conditions, products, and yield Reactants: ClCC(=O)NC1=CC(=CC=C1)C1=NC2=CC=CC=C2N=C1 (2-chloro-N-(3-quinoxalin-2-ylphenyl)acetamide), N1CCCC1 (pyrrolidine), C(=O)([O-])[O-].[K+].[K+] (K2CO3), polystyrene methylisocyanate, [N-]=C=O (isocyanate). Solvent: CC#N (MeCN), C(C)(=O)OCC (ethyl acetate). Run at temperature 100 celsius, time 1 hour. Product: N1(CCCC1)CC(=O)NC1=CC(=CC=C1)C1=NC2=CC=CC=C2N=C1 (2-pyrrolidin-1-yl-N-(3-quinoxalin-2-ylphenyl)acetamide). Yield: 40.3%. RXN SMILES: Cl[CH2:2][C:3]([NH:5][C:6]1[CH:11]=[CH:10][CH:9]=[C:8]([C:12]2[CH:21]=[N:20][C:19]3[C:14](=[CH:15][CH:16]=[CH:17][CH:18]=3)[N:13]=2)[CH:7]=1)=[O:4].[NH:22]1[CH2:26][CH2:25][CH2:24][CH2:23]1.C([O-])([O-])=O.[K+].[K+].[N-]=C=O>CC#N.C(OCC)(=O)C>[N:22]1([CH2:2][C:3]([NH:5][C:6]2[CH:11]=[CH:10][CH:9]=[C:8]([C:12]3[CH:21]=[N:20][C:19]4[C:14](=[CH:15][CH:16]=[CH:17][CH:18]=4)[N:13]=3)[CH:7]=2)=[O:4])[CH2:26][CH2:25][CH2:24][CH2:23]1 |f:2.3.4|. Procedure details: A solution of 2-chloro-N-(3-quinoxalin-2-ylphenyl)acetamide (100 mg, 0.336 mmol), pyrrolidine (34 μL, 0.403 mmol) and K2CO3 (112 mg, 0.806 mmol) in MeCN (5 mL) was stirred at 50° C. for 18 hrs. HPLC analysis still showed starting material and therefore, the reaction mixture was further stirred at 100° C. for 1 h to afford completion. The mixture was cooled to room temperature and ethyl acetate (20 mL) was added, the organic phase was washed with water (20 mL) and then brine (20 mL), and dried ov... Starting materials: CCN(CC)CCN, CS(=O)(=O)c1nc(-c2ccccc2)c2ccc(=O)n(-c3ccccc3)c2n1, CN1CCCC1=O, CCOC(C)=O, O. Product: CCN(CC)CCNc1nc(-c2ccccc2)c2ccc(=O)n(-c3ccccc3)c2n1. Reaction SMILES: [CH2:35]([CH3:36])[N:37]([CH2:38][CH2:39][NH2:40])[CH2:41][CH3:42].[CH3:1][S:2](=[O:3])(=[O:4])[c:5]1[n:6][c:7](-[c:22]2[cH:23][cH:24][cH:25][cH:26][cH:27]2)[c:8]2[c:9]([n:10]1)[n:11](-[c:16]1[cH:17][cH:18][cH:19][cH:20][cH:21]1)[c:12](=[O:15])[cH:13][cH:14]2.[CH3:28][N:29]1[CH2:30][CH2:31][CH2:32][C:33]1=[O:34].[CH3:44][CH2:45][O:46][C:47]([CH3:48])=[O:49].[OH2:43]>>[c:5]1([NH:40][CH2:39][CH2:38][N:37]([CH2:35][CH3:36])[CH2:41][CH3:42])[n:6][c:7](-[c:22]2[cH:23][cH:24][cH:25][cH:26][cH:27]2)[c:8]2[c:9]([n:10]1)[n:11](-[c:16]1[cH:17][cH:18][cH:19][cH:20][cH:21]1)[c:12](=[O:15])[cH:13][cH:14]2. Reactants: Cn1cnc(C(=C2CCN(C(=O)OC(C)(C)C)CC2)c2ccccc2)c1, COc1cnc(-n2cnc(C)n2)c2[nH]cc(C(=O)C(=O)O)c12, ClCCl, Cl, O=C(O)C(F)(F)F. Yields the product COc1cnc(-n2cnc(C)n2)c2[nH]cc(C(=O)C(=O)N3CCC(=C(c4ccccc4)c4cn(C)cn4)CC3)c12. As a reaction SMILES: [C:1]([O:2][C:6](=[O:7])[N:8]1[CH2:9][CH2:10][C:11](=[C:14]([c:15]2[n:16][cH:17][n:18]([CH3:20])[cH:19]2)[c:21]2[cH:22][cH:23][cH:24][cH:25][cH:26]2)[CH2:12][CH2:13]1)([CH3:3])([CH3:4])[CH3:5].[CH3:35][O:36][c:37]1[c:38]2[c:39]([C:52]([C:53]([OH:54])=[O:55])=[O:56])[cH:40][nH:41][c:42]2[c:43](-[n:46]2[n:47][c:48]([CH3:51])[n:49][cH:50]2)[n:44][cH:45]1.[Cl:57][CH2:58][Cl:59].[ClH:34].[F:27][C:28]([F:29])([F:30])[C:31]([OH:32])=[O:33]>>[C:6](=[O:7])([N:8]1[CH2:9][CH2:10][C:11](=[C:14]([c:15]2[n:16][cH:17][n:18]([CH3:20])[cH:19]2)[c:21]2[cH:22][cH:23][cH:24][cH:25][cH:26]2)[CH2:12][CH2:13]1)[C:52]([c:39]1[c:38]2[c:37]([O:36][CH3:35])[cH:45][n:44][c:43](-[n:46]3[n:47][c:48]([CH3:51])[n:49][cH:50]3)[c:42]2[nH:41][cH:40]1)=[O:56]. Reactants: C(C1=CC=CC=C1)N1C[C@@H](CC1)C(C1=CC=CC=C1)(C1=CC=CC=C1)C#N ((S)-1-Benzyl-3-(1-cyano-1,1-diphenylmethyl)pyrrolidine), Cl (HCl). Product: Cl.C(C1=CC=CC=C1)N1C[C@@H](CC1)C(C1=CC=CC=C1)(C1=CC=CC=C1)C#N ((S)-1-benzyl-3-(1-cyano-1,1-diphenylmethyl)pyrrolidine hydrochloride). As a reaction SMILES: [CH2:1]([N:8]1[CH2:12][CH2:11][C@@H:10]([C:13]([C:26]#[N:27])([C:20]2[CH:25]=[CH:24][CH:23]=[CH:22][CH:21]=2)[C:14]2[CH:19]=[CH:18][CH:17]=[CH:16][CH:15]=2)[CH2:9]1)[C:2]1[CH:7]=[CH:6][CH:5]=[CH:4][CH:3]=1.[ClH:28]>>[ClH:28].[CH2:1]([N:8]1[CH2:12][CH2:11][C@@H:10]([C:13]([C:26]#[N:27])([C:20]2[CH:25]=[CH:24][CH:23]=[CH:22][CH:21]=2)[C:14]2[CH:15]=[CH:16][CH:17]=[CH:18][CH:19]=2)[CH2:9]1)[C:2]1[CH:3]=[CH:4][CH:5]=[CH:6][CH:7]=1 |f:2.3|. Reported procedure: (S)-1-Benzyl-3-(1-cyano-1,1-diphenylmethyl)pyrrolidine was dissolved in IPAc (approximately 1 g/10 mL) and the solution was mixed with an equal volume of 1N aqueous HCl. The resulting layers were separated and the aqueous layer was extracted with an equal volume of IPAc. The organic layers were combined, dried over sodium sulfate and filtered. The solvent was removed in vacuo to afford (S)-1-benzyl-3-(1-cyano-1,1-diphenylmethyl)pyrrolidine hydrochloride as a light yellow foamy solid. (Note: This... Yields the product CC(C)Oc1ccc(-c2nnc(-c3cccc4c3CCC4O[Si](C)(C)C(C)(C)C)s2)cc1C#N. Starting materials: CC(C)(C)[Si](C)(C)OC1CCc2c(-c3nnc(-c4ccc(F)c(C#N)c4)s3)cccc21, CC(C)[O-], CC(C)O, [Na+]. Reaction SMILES: [C:1]([CH3:2])([CH3:3])([CH3:4])[Si:5]([O:6][CH:7]1[CH2:8][CH2:9][c:10]2[c:11](-[c:16]3[n:17][n:18][c:19](-[c:21]4[cH:22][cH:23][c:24]([F:29])[c:25]([C:26]#[N:27])[cH:28]4)[s:20]3)[cH:12][cH:13][cH:14][c:15]21)([CH3:30])[CH3:31].[CH3:32][CH:33]([O-:34])[CH3:35].[CH:37]([OH:38])([CH3:39])[CH3:40].[Na+:36]>>[C:1]([CH3:2])([CH3:3])([CH3:4])[Si:5]([O:6][CH:7]1[CH2:8][CH2:9][c:10]2[c:11](-[c:16]3[n:17][n:18][c:19](-[c:21]4[cH:22][cH:23][c:24]([O:34][CH:33]([CH3:32])[CH3:35])[c:25]([C:26]#[N:27])[cH:28]4)[s:20]3)[cH:12][cH:13][cH:14][c:15]21)([CH3:30])[CH3:31].